This data is from the Open Reaction Database (ORD), a public repository of structured organic reaction records. The task is: describe an organic reaction: reactants, conditions, products, and yield Reactants: C(C=1C(O)=CC=CC1)(=O)O (salicylic acid), C(CC)C(C(=O)Cl)CCC (2-propylpentanoyl chloride). Product: C(CC)C(C(=O)C1=CC=C(C(C(=O)O)=C1)O)CCC (5-(2-Propylpentanoyl)Salicylic Acid). The yield is 52.0%. As a reaction SMILES: [C:1]([OH:10])(=[O:9])[C:2]1[C:3](=[CH:5][CH:6]=[CH:7][CH:8]=1)[OH:4].[CH2:11]([CH:14]([CH2:18][CH2:19][CH3:20])[C:15](Cl)=[O:16])[CH2:12][CH3:13]>>[CH2:11]([CH:14]([CH2:18][CH2:19][CH3:20])[C:15]([C:7]1[CH:8]=[C:2]([C:1]([OH:10])=[O:9])[C:3]([OH:4])=[CH:5][CH:6]=1)=[O:16])[CH2:12][CH3:13]. Procedure details: This compound is prepared by a Friedel-Crafts reaction from salicylic acid and 2-propylpentanoyl chloride. The acid yield is 52%. The recrystallization is done in petroleum ether. The melting point is 118° C. The reactants are CCc1cc(-c2n[nH]c(C)n2)c(C)nc1OC, CC#N, C[Si](C)(C)Cl, [I-], [Na+]. Product: CCc1cc(-c2nc(C)n[nH]2)c(C)[nH]c1=O. RXN SMILES: [CH2:1]([CH3:2])[c:3]1[c:4]([O:16][CH3:17])[n:5][c:6]([CH3:15])[c:7](-[c:9]2[n:10][nH:11][c:12]([CH3:14])[n:13]2)[cH:8]1.[CH3:25][C:26]#[N:27].[Cl:20][Si:21]([CH3:22])([CH3:23])[CH3:24].[I-:19].[Na+:18]>>[CH2:1]([CH3:2])[c:3]1[c:4](=[O:16])[nH:5][c:6]([CH3:15])[c:7](-[c:9]2[nH:10][n:11][c:12]([CH3:14])[n:13]2)[cH:8]1. The reactants are NC1=CC(=C(C(=O)NCC2CN(CCO2)CC2CCNCC2)C=C1Cl)OC (4-amino-5-chloro-2-methoxy-N-[{4-(4-piperidinylmethyl)-2-morpholinyl}methyl]-benzamide), TEA, CN(C(=O)Cl)C (dimethylcarbamoyl chloride). Run in C(Cl)Cl (methylene chloride). Conditions: time 3 hour. Yields the product NC1=CC(=C(C(=O)NCC2CN(CCO2)CC2CCN(CC2)C(N(C)C)=O)C=C1Cl)OC (4-amino-5-chloro-N-[{4-[(1-dimethylcarbamoyl-4-piperidinyl)methyl]-2-morpholinyl}methyl]-2-methoxybenzamide). Isolated yield 93.3%. As a reaction SMILES: [NH2:1][C:2]1[C:24]([Cl:25])=[CH:23][C:5]([C:6]([NH:8][CH2:9][CH:10]2[O:15][CH2:14][CH2:13][N:12]([CH2:16][CH:17]3[CH2:22][CH2:21][NH:20][CH2:19][CH2:18]3)[CH2:11]2)=[O:7])=[C:4]([O:26][CH3:27])[CH:3]=1.[CH3:28][N:29]([CH3:33])[C:30](Cl)=[O:31]>C(Cl)Cl>[NH2:1][C:2]1[C:24]([Cl:25])=[CH:23][C:5]([C:6]([NH:8][CH2:9][CH:10]2[O:15][CH2:14][CH2:13][N:12]([CH2:16][CH:17]3[CH2:18][CH2:19][N:20]([C:30](=[O:31])[N:29]([CH3:33])[CH3:28])[CH2:21][CH2:22]3)[CH2:11]2)=[O:7])=[C:4]([O:26][CH3:27])[CH:3]=1. Reported procedure: To 4-amino-5-chloro-2-methoxy-N-[{4-(4-piperidinylmethyl)-2-morpholinyl}methyl]-benzamide (Example 23) (1.0 g) and a solution of TEA (0.53 ml) in methylene chloride (20 ml) was added dropwise dimethylcarbamoyl chloride (0.30 g) under ice-cooling. After completion of addition, the internal temperature of the reaction solution was warmed to room temperature, and the solution was stirred for 3 hours. The reaction solution was washed with water, then brine, and then dried over anhydrous magnesium su... Starting materials: C(C)(=O)NCCSC1=C(C2C(CC2C1)=O)C(=O)OCC1=CC=CC2=CC=CC=C12 (3-(2'-acetamidoethylthio)-7-oxobicyclo[3.2.0]hept-2-en-2-carboxylic acid, 1-naphthylmethyl ester), ClC1=CC(=CC=C1)C(=O)OO (m-chloroperbenzoic acid). The solvent is C(Cl)Cl (methylene chloride), C(Cl)Cl (methylene chloride). Run at time 30 minute. Product: C(C)(=O)NCCS(=O)C1=C(C2C(CC2C1)=O)C(=O)OCC1=CC=CC2=CC=CC=C12 (3-(2'acetamidoethylsulfinyl)-7-oxobicyclo[3.2.0]hept-2-en-2-carboxylic acid, 1-naphthylmethyl ester). Isolated yield 88.2%. Reaction SMILES: [C:1]([NH:4][CH2:5][CH2:6][S:7][C:8]1[CH2:14][CH:13]2[CH:10]([C:11](=[O:15])[CH2:12]2)[C:9]=1[C:16]([O:18][CH2:19][C:20]1[C:29]2[C:24](=[CH:25][CH:26]=[CH:27][CH:28]=2)[CH:23]=[CH:22][CH:21]=1)=[O:17])(=[O:3])[CH3:2].ClC1C=CC=C(C(OO)=[O:38])C=1>C(Cl)Cl>[C:1]([NH:4][CH2:5][CH2:6][S:7]([C:8]1[CH2:14][CH:13]2[CH:10]([C:11](=[O:15])[CH2:12]2)[C:9]=1[C:16]([O:18][CH2:19][C:20]1[C:29]2[C:24](=[CH:25][CH:26]=[CH:27][CH:28]=2)[CH:23]=[CH:22][CH:21]=1)=[O:17])=[O:38])(=[O:3])[CH3:2]. Procedure: To a solution of 60 mg of 3-(2'-acetamidoethylthio)-7-oxobicyclo[3.2.0]hept-2-en-2-carboxylic acid, 1-naphthylmethyl ester, in 10 mL of methylene chloride at -50° under argon was added a solution of 32 mg of m-chloroperbenzoic acid in 3 mL of methylene chloride in one portion. This solution was stirred for 30 min at -40° and then allowed to warm to room temperature over a 30 min period. The methylene chloride solution was washed sequentially with aqueous sodium sulfite and aqueous sodium bicarbo... Starting materials: BrC=1C=CC(=C(C1)[C@]1(NC(COC(C1(F)F)(C)C)=S)C)F ((R)-5-(5-bromo-2-fluorophenyl)-6,6-difluoro-5,7,7-trimethyl-1,4-oxazepane-3-thione), N (ammonia), C(C)(C)(C)OO (tert-butylhydroperoxide). The solvent is CO (methanol), CO (methanol). Run at time 8 hour. The product is BrC=1C=CC(=C(C1)[C@]1(N=C(COC(C1(F)F)(C)C)N)C)F ((R)-5-(5-bromo-2-fluoro-phenyl)-6,6-difluoro-5,7,7-trimethyl-2,5,6,7-tetrahydro-[1,4]oxazepin-3-ylamine), foam. The yield is 51.0%. As a reaction SMILES: [Br:1][C:2]1[CH:3]=[CH:4][C:5]([F:21])=[C:6]([C@:8]2([CH3:20])[C:14]([F:16])([F:15])[C:13]([CH3:18])([CH3:17])[O:12][CH2:11][C:10](=S)[NH:9]2)[CH:7]=1.[NH3:22].C(OO)(C)(C)C>CO>[Br:1][C:2]1[CH:3]=[CH:4][C:5]([F:21])=[C:6]([C@:8]2([CH3:20])[C:14]([F:16])([F:15])[C:13]([CH3:18])([CH3:17])[O:12][CH2:11][C:10]([NH2:22])=[N:9]2)[CH:7]=1. Procedure: A solution of (R)-5-(5-bromo-2-fluorophenyl)-6,6-difluoro-5,7,7-trimethyl-1,4-oxazepane-3-thione (intermediate B7.1) (959 mg, 2.51 mmol) in methanol (27 ml) was treated consecutively with ammonia in methanol (7M; 21.5 ml, 151 mmol) and dropwise with tert-butylhydroperoxide (70% in water; 2.07 ml, 15.1 mmol). The reaction mixture was stirred at room temperature overnight. For the workup, the methanol was evaporated at reduced pressure, and the residue partitioned between dichloromethane and water... Reaction SMILES: [C:34](=[O:35])([OH:36])[O-:37].[CH3:39][CH:40]([OH:41])[CH2:42][CH3:43].[Cl:44][CH2:45][Cl:46].[Cl:9][c:10]1[n:11][n:12][c:13]([N:20]2[CH2:21][CH2:22][N:23]([CH3:26])[CH2:24][CH2:25]2)[c:14]2[cH:15][cH:16][cH:17][cH:18][c:19]12.[F:27][C:28]([F:29])([F:30])[C:31]([OH:32])=[O:33].[NH2:1][c:2]1[cH:3][cH:4][c:5]([OH:6])[cH:7][cH:8]1.[Na+:38]>>[NH:1]([c:2]1[cH:3][cH:4][c:5]([OH:6])[cH:7][cH:8]1)[c:10]1[n:11][n:12][c:13]([N:20]2[CH2:21][CH2:22][N:23]([CH3:26])[CH2:24][CH2:25]2)[c:14]2[cH:15][cH:16][cH:17][cH:18][c:19]12. Product: CN1CCN(c2nnc(Nc3ccc(O)cc3)c3ccccc23)CC1. Starting materials: O=C([O-])O, CCC(C)O, ClCCl, CN1CCN(c2nnc(Cl)c3ccccc23)CC1, O=C(O)C(F)(F)F, Nc1ccc(O)cc1, [Na+]. The reactants are C(C)(=O)N(CC(=O)O)C1=CC=CC=C1 (N-acetylphenylglycine), C1(CCCCC1)N=C=NC1CCCCC1 (dicyclohexylcarbodiimide), COC(CNC1=CC=CC=C1)=O (phenylglycine methyl ester). The solvent is C(Cl)(Cl)Cl (chloroform). Product: COC(CN(C(CN(C(C)=O)C1=CC=CC=C1)=O)C1=CC=CC=C1)=O (N-(N-acetylphenylglycyl)phenylglycine methyl ester). Reaction SMILES: [C:1]([N:4]([C:9]1[CH:14]=[CH:13][CH:12]=[CH:11][CH:10]=1)[CH2:5][C:6](O)=[O:7])(=[O:3])[CH3:2].C1(N=C=NC2CCCCC2)CCCCC1.[CH3:30][O:31][C:32](=[O:41])[CH2:33][NH:34][C:35]1[CH:40]=[CH:39][CH:38]=[CH:37][CH:36]=1>C(Cl)(Cl)Cl>[CH3:30][O:31][C:32](=[O:41])[CH2:33][N:34]([C:35]1[CH:40]=[CH:39][CH:38]=[CH:37][CH:36]=1)[C:6](=[O:7])[CH2:5][N:4]([C:9]1[CH:10]=[CH:11][CH:12]=[CH:13][CH:14]=1)[C:1](=[O:3])[CH3:2]. Reported procedure: To 20 parts by volume of chloroform was added 0.96 part by weight of N-acetylphenylglycine. With ice cooling, 1.03 parts by weight of dicyclohexylcarbodiimide was added, and the mixture was stirred. Furthermore, 0.83 part by weight of phenylglycine methyl ester was added, and about 3 hours later, the temperature was returned to room temperature. The mixture was then stirred overnight. After the reaction, the precipitate was collected by filtration, and washed with chloroform. The filtrate was co... Starting materials: C(#N)[BH3-].[Na+] (sodium cyanoborohydride), C(#N)C1CCNCC1 (4-cyanopiperidine), CC(=O)C (acetone), C(C)(=O)O (acetic acid). Run in CO (methanol), C1CCOC1 (THF). Run at time 8 hour. The product is C(C)(C)N1CCC(CC1)C#N (1-Isopropyl-4-cyanopiperidine). As a reaction SMILES: [C:1]([CH:3]1[CH2:8][CH2:7][NH:6][CH2:5][CH2:4]1)#[N:2].[CH3:9][C:10]([CH3:12])=O.C(O)(=O)C.C([BH3-])#N.[Na+]>CO.C1COCC1>[CH:10]([N:6]1[CH2:7][CH2:8][CH:3]([C:1]#[N:2])[CH2:4][CH2:5]1)([CH3:12])[CH3:9] |f:3.4|. Procedure details: To a solution of 4-cyanopiperidine (5.8 g, 53 mmol, J. Org. Chem. 21, 984-986, 1957) in methanol (30 mL) and THF (130 mL) was added with stirring acetone (7.7 mL) and glacial acetic acid (6.0 mL) followed by portionwise addition of sodium cyanoborohydride (6.6 g, 105 mmol). When addition was complete the mixture was stirred overnight at ambient temperature. The solvent was evaporated and to the residue was added 1N hydrochloric (110 mL) until pH 1. The mixture was washed with diethyl ether (100 ... Starting materials: BrC=1C(=NC(=NC1)SC)C(=O)O (5-bromo-2-(methylthio)pyrimidine-4-carboxylic acid), S(O)(O)(=O)=O (sulfuric acid), CO (MeOH). Conditions: time 24 hour. Product: BrC=1C(=NC(=NC1)SC)C(=O)OC (Methyl 5-bromo-2-(methylthio)pyrimidine-4-carboxylate). Yield: 80.0%. RXN SMILES: [Br:1][C:2]1[C:3]([C:10]([OH:12])=[O:11])=[N:4][C:5]([S:8][CH3:9])=[N:6][CH:7]=1.S(=O)(=O)(O)O.[CH3:18]O>>[Br:1][C:2]1[C:3]([C:10]([O:12][CH3:18])=[O:11])=[N:4][C:5]([S:8][CH3:9])=[N:6][CH:7]=1. Procedure: A solution of 5-bromo-2-(methylthio)pyrimidine-4-carboxylic acid (7.64 g, 30.7 mmol) in MeOH (60 mL) was treated with sulfuric acid (2 mL) and boiled for 24 hours. The mixture was poured onto ice water and extracted with DCM. The DCM phase was washed with saturated aqueous sodium hydrogen carbonate solution, dried and evaporated to give the title compound (6.42 g, 80%).